From a dataset of the Open Reaction Database (ORD), a public repository of structured organic reaction records. describe an organic reaction: reactants, conditions, products, and yield Starting materials: O (Water), FC(C(=O)OC(C(F)(F)F)=O)(F)F (Trifluoroacetic acid anhydride), BrCCCCC(=O)O (5-bromovaleric acid), C(C)(C)(C)O (tert-butanol). The solvent is C(C)(=O)OCC (ethyl acetate), O1CCCC1 (tetrahydrofuran). Run at temperature -40 celsius, time 30 minute. The product is C(C)(C)(C)OC(CCCCBr)=O (5-bromovaleric acid tert-butyl ester). As a reaction SMILES: FC(F)(F)C(OC(=O)C(F)(F)F)=O.[Br:14][CH2:15][CH2:16][CH2:17][CH2:18][C:19]([OH:21])=[O:20].[C:22](O)([CH3:25])([CH3:24])[CH3:23].O>O1CCCC1.C(OCC)(=O)C>[C:22]([O:20][C:19](=[O:21])[CH2:18][CH2:17][CH2:16][CH2:15][Br:14])([CH3:25])([CH3:24])[CH3:23]. Procedure: Trifluoroacetic acid anhydride (7.7 ml) was added dropwise to a solution of 5-bromovaleric acid (5 g) in tetrahydrofuran (25 ml) under nitrogen atmosphere at −40° C. and the solution was stirred at −40° C. for 30 minutes. To the mixture, was added tert-butanol (25 ml) at −40° C. and the stirring was continued for 3 hours while the temperature was gradually raised up to room temperature. Water and ethyl acetate were added to the mixture and the organic layer was separated, washed with a saturated... Reactants: O=[O+][O-] (ozone), O=[O+][O-] (ozone), C(C=CC)C1C(C2=CC(=C(C=C2C1)Cl)Cl)=O ((RS)-2-(2-buten-1-yl)-5,6-dichloro-1-indanone). Solvent: ClCCl (dichloromethane), CO (methanol). Run at time 45 minute. The product is O=CCC1C(C2=CC(=C(C=C2C1)Cl)Cl)=O ((RS)-2-(2-oxoethyl)-5,6-dichloro-1-indanone). Isolated yield 73.0%. RXN SMILES: [O:1]=[O+][O-].[CH2:4]([CH:8]1[CH2:16][C:15]2[C:10](=[CH:11][C:12]([Cl:18])=[C:13]([Cl:17])[CH:14]=2)[C:9]1=[O:19])[CH:5]=CC>ClCCl.CO>[O:1]=[CH:5][CH2:4][CH:8]1[CH2:16][C:15]2[C:10](=[CH:11][C:12]([Cl:18])=[C:13]([Cl:17])[CH:14]=2)[C:9]1=[O:19]. Reported procedure: An ozone stream (3.5 g ozone/hour) was conducted for 45 minutes while stirring through a solution, cooled to -70°, of 10.8 g of (RS)-2-(2-buten-1-yl)-5,6-dichloro-1-indanone in 150 ml of anhydrous dichloromethane and 30 ml of anhydrous methanol. Subsequently, the solution was flushed with oxygen for 5 minutes and with argon for 10 minutes. After the addition of 4.66 ml of dimethyl sulfide, the mixture was stirred at room temperature for 3 hours. The reaction mixture was evaporated in a vacuum. T... As a reaction SMILES: [CH2:1]([N:8]([CH3:39])[S:9]([CH:12](C#N)[C:13]1[CH:14]=[C:15]2[C:19](=[CH:20][CH:21]=1)[N:18]([CH2:22][O:23][C@H:24]([Si:26]([CH3:29])([CH3:28])[CH3:27])[CH3:25])[CH:17]=[C:16]2[CH2:30][CH:31]1[CH2:35][CH2:34][CH2:33][N:32]1[CH3:36])(=[O:11])=[O:10])[C:2]1[CH:7]=[CH:6][CH:5]=[CH:4][CH:3]=1.[OH-].[K+]>C(O)C>[CH2:1]([N:8]([CH3:39])[S:9]([CH2:12][C:13]1[CH:14]=[C:15]2[C:19](=[CH:20][CH:21]=1)[N:18]([CH2:22][O:23][C@H:24]([Si:26]([CH3:27])([CH3:28])[CH3:29])[CH3:25])[CH:17]=[C:16]2[CH2:30][CH:31]1[CH2:35][CH2:34][CH2:33][N:32]1[CH3:36])(=[O:11])=[O:10])[C:2]1[CH:7]=[CH:6][CH:5]=[CH:4][CH:3]=1 |f:1.2|. Reactants: C(C1=CC=CC=C1)N(S(=O)(=O)C(C=1C=C2C(=CN(C2=CC1)CO[C@@H](C)[Si](C)(C)C)CC1N(CCC1)C)C#N)C (N-benzyl-1-cyano-N-methyl-1-[(R)-3-(1-methyl-2-pyrrolidinylmethyl)-1-trimethylsilylethyloxymethyl-1H-indol-5-yl]methanesulfonamide), [OH-].[K+] (potassium hydroxide). Reported procedure: To a stirred solution of N-benzyl-1-cyano-N-methyl-1-[(R)-3-(1-methyl-2-pyrrolidinylmethyl)-1-trimethylsilylethyloxymethyl-1H-indol-5-yl]methanesulfonamide (from step (b), 1.56 g, 2.8 mmol) in ethanol (12 ml) at ambient temperature was added 2N potassium hydroxide solution (6.24 ml, 12.5 mmol). The dark brown solution was then brought to reflux and maintained at this temperature for 15 hr. The oily reaction mixture was then cooled to ambient temperature and extracted with ethyl acetate (3×25 ml)... The product is C(C1=CC=CC=C1)N(S(=O)(=O)CC=1C=C2C(=CN(C2=CC1)CO[C@@H](C)[Si](C)(C)C)CC1N(CCC1)C)C ((R)-N-Benzyl-N-methyl-1-[3-(1-methyl-2-pyrrolidinylmethyl)-1-trimethylsilylethyloxymethyl-1H-indol-5-yl]methanesulfonamide). Run in C(C)O (ethanol). The yield is 98.2%. Starting materials: FC(C=1C=C(C=O)C=CC1)(F)F (3-(trifluoromethyl)benzaldehyde), CC(C(C(=O)N[C@H]1CC[C@@H]2CNC[C@@H]21)C2=CC=CC=C2)C (3-Methyl-N-[(3aR,4S,6aS)-octahydrocyclopenta[c]pyrrol-4-yl]-2-phenylbutanamide), C1(CCCCC1)C(C(=O)N[C@H]1CC[C@H]2CNC[C@H]21)C2CCCCC2 (2,2-dicyclohexyl-N-[(3aS,4S,6aR)-octahydrocyclopenta[c]pyrrol-4-yl]acetamide). Yields the product FC=1C=C(CN2C[C@@H]3[C@H](C2)[C@H](CC3)NC(C(C(C)C)C3=CC=CC=C3)=O)C=CC1 (N-[(3aR,4S,6aS)-2-(3-fluorobenzyl)octahydrocyclopenta[c]pyrrol-4-yl]-3-methyl-2-phenylbutanamide). RXN SMILES: [F:1]C(F)(F)C1C=C(C=CC=1)C=O.[CH3:13][CH:14]([CH3:33])[CH:15]([C:27]1[CH:32]=[CH:31][CH:30]=[CH:29][CH:28]=1)[C:16]([NH:18][C@@H:19]1[C@@H:26]2[C@@H:22]([CH2:23][NH:24][CH2:25]2)[CH2:21][CH2:20]1)=[O:17].[CH:34]1([CH:40](C2CCCCC2)C(N[C@@H]2[C@H]3[C@H](CNC3)CC2)=O)[CH2:39][CH2:38][CH2:37][CH2:36][CH2:35]1>>[F:1][C:36]1[CH:35]=[C:34]([CH:39]=[CH:38][CH:37]=1)[CH2:40][N:24]1[CH2:25][C@@H:26]2[C@@H:19]([NH:18][C:16](=[O:17])[CH:15]([C:27]3[CH:28]=[CH:29][CH:30]=[CH:31][CH:32]=3)[CH:14]([CH3:33])[CH3:13])[CH2:20][CH2:21][C@@H:22]2[CH2:23]1. Procedure details: The title compound was prepared by substituting 3-fluorobenzaldehyde for 3-(trifluoromethyl)benzaldehyde and 3-methyl-N-[(3aR,4S,6aS)-octahydrocyclopenta[c]pyrrol-4-yl]-2-phenylbutanamide from Example 83 Step A for 2,2-dicyclohexyl-N-[(3aS,4S,6aR)-octahydrocyclopenta[c]pyrrol-4-yl]acetamide in the procedure described for Example 54: 1H NMR (500 MHz, pyridine-d5) δ ppm 8.61 (t, J=8.0, 1H), 7.64 (dd, J=4.1, 7.0, 2H), 7.37-7.16 (m, 5H), 7.13 (d, J=7.6, 1H), 7.04 (s, 1H), 4.33 (dd, J=5.7, 12.4, 1H),... As a reaction SMILES: [CH2:14]([Cl:15])[Cl:16].[CH3:1][O:2][C:3]([CH3:4])([N:5]([CH3:6])[CH3:7])[O:8][CH3:9].[NH2:10][C:11]([NH2:12])=[S:13]>>[C:3]([CH3:4])([N:5]([CH3:6])[CH3:7])=[N:12][C:11]([NH2:10])=[S:13]. The reactants are ClCCl, COC(C)(OC)N(C)C, NC(N)=S. Yields the product CC(=NC(N)=S)N(C)C.